This data is from the Open Reaction Database (ORD), a public repository of structured organic reaction records. The task is: describe an organic reaction: reactants, conditions, products, and yield Starting materials: [Al+3], [Cl-], [Cl-], [Cl-], CC(Cl)Cl, O=C(Cl)c1ccc(F)cc1, CN(C)CCc1cc2ccccc2s1. Yields the product CN(C)CCc1sc2ccccc2c1C(=O)c1ccc(F)cc1. As a reaction SMILES: [Al+3:26].[Cl-:25].[Cl-:27].[Cl-:28].[Cl:29][CH:30]([Cl:31])[CH3:32].[F:15][c:16]1[cH:17][cH:18][c:19]([C:20](=[O:21])[Cl:22])[cH:23][cH:24]1.[s:1]1[c:2]2[c:3]([cH:4][c:5]1[CH2:6][CH2:7][N:8]([CH3:9])[CH3:10])[cH:11][cH:12][cH:13][cH:14]2>>[s:1]1[c:2]2[c:3]([c:4]([C:20]([c:19]3[cH:18][cH:17][c:16]([F:15])[cH:24][cH:23]3)=[O:21])[c:5]1[CH2:6][CH2:7][N:8]([CH3:9])[CH3:10])[cH:11][cH:12][cH:13][cH:14]2. Starting materials: C, CCOC(=O)C1CCCN1C(=O)CCCCC(=O)N1CCCC1C(=O)OCc1ccccc1, CCOC(C)=O, [Pd]. Yields the product CCOC(=O)C1CCCN1C(=O)CCCCC(=O)N1CCCC1C(=O)O. As a reaction SMILES: [C:34].[CH2:1]([c:2]1[cH:3][cH:4][cH:5][cH:6][cH:7]1)[O:8][C:9](=[O:10])[CH:11]1[N:12]([C:16]([CH2:17][CH2:18][CH2:19][CH2:20][C:21](=[O:22])[N:23]2[CH:24]([C:28](=[O:29])[O:30][CH2:31][CH3:32])[CH2:25][CH2:26][CH2:27]2)=[O:33])[CH2:13][CH2:14][CH2:15]1.[CH2:36]([O:37][C:38](=[O:39])[CH3:40])[CH3:41].[Pd:35]>>[O:8]=[C:9]([OH:10])[CH:11]1[N:12]([C:16]([CH2:17][CH2:18][CH2:19][CH2:20][C:21](=[O:22])[N:23]2[CH:24]([C:28](=[O:29])[O:30][CH2:31][CH3:32])[CH2:25][CH2:26][CH2:27]2)=[O:33])[CH2:13][CH2:14][CH2:15]1.